The task is: describe an organic reaction: reactants, conditions, products, and yield. This data is from the Open Reaction Database (ORD), a public repository of structured organic reaction records. Starting materials: C(C)(C)(C)OC(N(C=1C=CC=2N(C(NCC2N1)=O)C1=CC=CC=C1)CC1=C(C=C(C=C1)OC)OC)=O ((2,4-Dimethoxy-benzyl)-(2-oxo-1-phenyl-1,2,3,4-tetrahydro-pyrido[3,2-d]pyrimidin-6-yl)-carbamic acid tert-butyl ester), ClC1=CC(=C(C=C1)F)I (4-chloro-1-fluoro-2-iodo-benzene). Product: C(C)(C)(C)OC(N(CC1=C(C=C(C=C1)OC)OC)C=1C=CC=2N(C(N(CC2N1)C1=C(C=CC(=C1)Cl)F)=O)C1=CC=CC=C1)=O ([3-(5-chloro-2-fluoro-phenyl)-2-oxo-1-phenyl-1,2,3,4-tetrahydro-pyrido[3,2-d]pyrimidin-6-yl]-(2,4-dimethoxy-benzyl)-carbamic acid tert-butyl ester). RXN SMILES: [C:1]([O:5][C:6](=[O:36])[N:7]([CH2:25][C:26]1[CH:31]=[CH:30][C:29]([O:32][CH3:33])=[CH:28][C:27]=1[O:34][CH3:35])[C:8]1[CH:9]=[CH:10][C:11]2[N:12]([C:19]3[CH:24]=[CH:23][CH:22]=[CH:21][CH:20]=3)[C:13](=[O:18])[NH:14][CH2:15][C:16]=2[N:17]=1)([CH3:4])([CH3:3])[CH3:2].[Cl:37][C:38]1[CH:43]=[CH:42][C:41]([F:44])=[C:40](I)[CH:39]=1>>[C:1]([O:5][C:6](=[O:36])[N:7]([C:8]1[CH:9]=[CH:10][C:11]2[N:12]([C:19]3[CH:24]=[CH:23][CH:22]=[CH:21][CH:20]=3)[C:13](=[O:18])[N:14]([C:42]3[CH:43]=[C:38]([Cl:37])[CH:39]=[CH:40][C:41]=3[F:44])[CH2:15][C:16]=2[N:17]=1)[CH2:25][C:26]1[CH:31]=[CH:30][C:29]([O:32][CH3:33])=[CH:28][C:27]=1[O:34][CH3:35])([CH3:4])([CH3:3])[CH3:2]. Reported procedure: (2,4-Dimethoxy-benzyl)-(2-oxo-1-phenyl-1,2,3,4-tetrahydro-pyrido[3,2-d]pyrimidin-6-yl)-carbamic acid tert-butyl ester (380 mg, 0.77 mmol) was treated according to the procedure of Example 21, Step 1, using 4-chloro-1-fluoro-2-iodo-benzene instead of 1-chloro-4-iodo-benzene to afford [3-(5-chloro-2-fluoro-phenyl)-2-oxo-1-phenyl-1,2,3,4-tetrahydro-pyrido[3,2-d]pyrimidin-6-yl]-(2,4-dimethoxy-benzyl)-carbamic acid tert-butyl ester (233 mg). MS: [M+H]+=619. Reactants: NC1CN(CC1)C1CCCCC1 (3-amino-1-cyclohexylpyrrolidine), ClC1=NC2=CC=CC=C2C(=C1)C(=O)Cl (2-chloro-4-quinolinecarbonyl chloride). Run in C(Cl)(Cl)Cl (chloroform), C(Cl)(Cl)Cl (chloroform). Yields the product C1(CCCCC1)N1CC(CC1)NC(=O)C1=CC(=NC2=CC=CC=C12)Cl (N-(1-Cyclohexyl-3-pyrrolidinyl)-2-chloro-4-quinolinecarboxamide). As a reaction SMILES: [NH2:1][CH:2]1[CH2:6][CH2:5][N:4]([CH:7]2[CH2:12][CH2:11][CH2:10][CH2:9][CH2:8]2)[CH2:3]1.[Cl:13][C:14]1[CH:23]=[C:22]([C:24](Cl)=[O:25])[C:21]2[C:16](=[CH:17][CH:18]=[CH:19][CH:20]=2)[N:15]=1>C(Cl)(Cl)Cl>[CH:7]1([N:4]2[CH2:5][CH2:6][CH:2]([NH:1][C:24]([C:22]3[C:21]4[C:16](=[CH:17][CH:18]=[CH:19][CH:20]=4)[N:15]=[C:14]([Cl:13])[CH:23]=3)=[O:25])[CH2:3]2)[CH2:12][CH2:11][CH2:10][CH2:9][CH2:8]1. Procedure details: To 3.16 gm. (0.0195 mole) of 3-amino-1-cyclohexylpyrrolidine in 50 ml. of chloroform was added dropwise a solution of 3.5 gm. (0.015 mole) of 2-chloro-4-quinolinecarbonyl chloride in 50 ml. of chloroform. The reaction mixture was concentrated under reduced pressure and the residue was partitioned between ethyl acetate containing 10% isopropyl ether and dilute hydrochloric acid. The separated acid layer was made basic with dilute sodium hydroxide solution and extracted with chloroform. The chloro... Reactants: OCc1nc(Cl)ccc1Cl, COC(=O)c1ccc(O)cc1. The product is COC(=O)c1ccc(OCc2nc(Cl)ccc2Cl)cc1. As a reaction SMILES: [Cl:1][c:2]1[c:3]([CH2:9][OH:10])[n:4][c:5]([Cl:8])[cH:6][cH:7]1.[OH:11][c:12]1[cH:13][cH:14][c:15]([C:16](=[O:17])[O:18][CH3:19])[cH:20][cH:21]1>>[Cl:1][c:2]1[c:3]([CH2:9][O:10][c:12]2[cH:13][cH:14][c:15]([C:16](=[O:17])[O:18][CH3:19])[cH:20][cH:21]2)[n:4][c:5]([Cl:8])[cH:6][cH:7]1. The reactants are FC(C1=CC(=CC=C1)C=1C=NC(NN1)=O)(F)F (6-(α,α,α-trifluoro-m-tolyl)-1,2,4-triazin-3(2H)-one), C(Cl)(Cl)Cl (chloroform), P(=O)(Cl)(Cl)Cl (phosphorus oxychloride). The solvent is CN(C=O)C (N,N-dimethylformamide). Product: ClC=1N=NC(=CN1)C=1C=C(C=CC1)C(F)(F)F (3-chloro-6-(α,α,α-trifluoro-m-tolyl)-1,2,4-triazine). As a reaction SMILES: [F:1][C:2]([F:17])([F:16])[C:3]1[CH:8]=[CH:7][CH:6]=[C:5]([C:9]2[CH:10]=[N:11][C:12](=O)[NH:13][N:14]=2)[CH:4]=1.C(Cl)(Cl)[Cl:19].P(Cl)(Cl)(Cl)=O>CN(C)C=O>[Cl:19][C:12]1[N:13]=[N:14][C:9]([C:5]2[CH:4]=[C:3]([C:2]([F:17])([F:16])[F:1])[CH:8]=[CH:7][CH:6]=2)=[CH:10][N:11]=1. Procedure: A 37.2 g. portion of 6-(α,α,α-trifluoro-m-tolyl)-1,2,4-triazin-3(2H)-one in 250 ml. of chloroform is refluxed overnight and then cooled. A 250 ml. portion of phosphorus oxychloride and 1.7 g. of N,N-dimethylformamide are added and the mixture is refluxed for 4.5 hours and then concentrated to a brown oil. This oil is dissolved in methylene chloride and poured into ice-water. The mixture is filtered through silica gel giving crystals which are recrystallized from hexane, giving 3-chloro-6-(α,α,α-... Solvent: CO (MeOH). Reaction SMILES: [CH:1]([C:3]1[CH:20]=[C:19]([C:21]([F:24])([F:23])[F:22])[CH:18]=[CH:17][C:4]=1[O:5][C:6]1[CH:7]=[C:8]([CH:12]([CH3:16])[C:13]([OH:15])=[O:14])[CH:9]=[CH:10][CH:11]=1)=[O:2].[BH4-].[Na+]>CO>[OH:2][CH2:1][C:3]1[CH:20]=[C:19]([C:21]([F:22])([F:23])[F:24])[CH:18]=[CH:17][C:4]=1[O:5][C:6]1[CH:7]=[C:8]([CH:12]([CH3:16])[C:13]([OH:15])=[O:14])[CH:9]=[CH:10][CH:11]=1 |f:1.2|. Procedure details: To 2-[3-(2-formyl-4-trifluoromethyl-phenoxy)-phenyl]-propionic acid (0.1 g, 0.30 mmol) in MeOH (3 mL) was added sodium borohydride (0.013 g. 0.36 mmol), and the mixture was stirred at mom temperature for 15 minutes. The solution was concentrated, and the residue was partitioned between H2O and EtOAc. The aqueous layer was extracted with EtOAc, and the combined organic layers were dried over MgSO4, filtered, and concentrated to give the desired product. The reactants are C(=O)C1=C(OC=2C=C(C=CC2)C(C(=O)O)C)C=CC(=C1)C(F)(F)F (2-[3-(2-formyl-4-trifluoromethyl-phenoxy)-phenyl]-propionic acid), [BH4-].[Na+] (sodium borohydride). Product: OCC1=C(OC=2C=C(C=CC2)C(C(=O)O)C)C=CC(=C1)C(F)(F)F (2-[3-(2-Hydroxymethyl-4-trifluoromethyl-phenoxy)-phenyl]-propionic acid). Reaction conditions: time 15 minute.